The task is: describe an organic reaction: reactants, conditions, products, and yield. This data is from the Open Reaction Database (ORD), a public repository of structured organic reaction records. Reactants: [OH-].[Na+] (Sodium hydroxide), O.NN (hydrazine monohydrate), C(C1=CC=CC=C1)OC1=CC(=C(C=C1Br)C(C)=O)OC (1-(4-benzyloxy-5-bromo-2-methoxy-phenyl)-ethanone). Run in C(COCCOCCO)O (triethylene glycol). Reaction conditions: temperature 170 celsius. The product is C(C1=CC=CC=C1)OC1=C(C=C(C(=C1)OC)CC)Br (1-Benzyloxy-2-bromo-4-ethyl-5-methoxy-benzene). The yield is 41.5%. As a reaction SMILES: [OH-].[Na+].O.NN.[CH2:6]([O:13][C:14]1[C:19]([Br:20])=[CH:18][C:17]([C:21](=O)[CH3:22])=[C:16]([O:24][CH3:25])[CH:15]=1)[C:7]1[CH:12]=[CH:11][CH:10]=[CH:9][CH:8]=1>C(O)COCCOCCO>[CH2:6]([O:13][C:14]1[CH:15]=[C:16]([O:24][CH3:25])[C:17]([CH2:21][CH3:22])=[CH:18][C:19]=1[Br:20])[C:7]1[CH:8]=[CH:9][CH:10]=[CH:11][CH:12]=1 |f:0.1,2.3|. Procedure: Sodium hydroxide (0.39 g, 9.7 mmol) and hydrazine monohydrate (0.57 mL, 11.7 mmol) were added to a solution of 1-(4-benzyloxy-5-bromo-2-methoxy-phenyl)-ethanone (1.3 g, 3.9 mmol) dissolved in triethylene glycol (5 mL). The reaction mixture was heated to 170° C. for 24 hours and then partitioned between 1N HCl and EtOAc. The organic layer was washed with brine, dried over Na2SO4 and concentrated. The residue was purified by flash silica gel chromatography (0% to 5% EtOAc in hexanes) to give the t... The reactants are OC1=CC=C(C(=O)OC2=CC=C(C=C2)O)C=C1 (4-hydroxyphenyl 4-hydroxybenzoate), C(C1=CC=CC=C1)(=O)Cl (benzoyl chloride). The product is C(C1=CC=CC=C1)(=O)OC1=CC=C(C(=O)OC2=CC=C(C=C2)OC(C2=CC=CC=C2)=O)C=C1 (4-Benzoyloxyphenyl 4-benzoyloxybenzoate). As a reaction SMILES: [OH:1][C:2]1[CH:17]=[CH:16][C:5]([C:6]([O:8][C:9]2[CH:14]=[CH:13][C:12]([OH:15])=[CH:11][CH:10]=2)=[O:7])=[CH:4][CH:3]=1.[C:18](Cl)(=[O:25])[C:19]1[CH:24]=[CH:23][CH:22]=[CH:21][CH:20]=1>>[C:18]([O:1][C:2]1[CH:17]=[CH:16][C:5]([C:6]([O:8][C:9]2[CH:14]=[CH:13][C:12]([O:15][C:6](=[O:7])[C:5]3[CH:16]=[CH:17][CH:2]=[CH:3][CH:4]=3)=[CH:11][CH:10]=2)=[O:7])=[CH:4][CH:3]=1)(=[O:25])[C:19]1[CH:24]=[CH:23][CH:22]=[CH:21][CH:20]=1. Procedure: 4-Benzoyloxyphenyl 4-benzoyloxybenzoate is prepared from 4-hydroxyphenyl 4-hydroxybenzoate and benzoyl chloride in accordance with the instructions from example 1. Starting materials: NC=1C=CC(=NC1)C (5-amino-2-methyl pyridine), C(C)(C)N(CC)C(C)C (diisopropylethylamine), ClC(Cl)(OC(OC(Cl)(Cl)Cl)=O)Cl (triphosgene), C(C)(C)(C)OC(=O)N1C[C@@H](CC1)OC1=CC(=CC(=C1)F)N ((R)-tert-butyl-3-(3-amino-5-fluorophenoxy)-pyrrolidine-1-carboxylate), ClC(Cl)(OC(OC(Cl)(Cl)Cl)=O)Cl (triphosgene). Run in C1CCOC1 (THF), C1CCOC1 (THF), C1CCOC1 (THF). Conditions: temperature 0 celsius, time 30 minute. Yields the product C(C)(C)(C)OC(=O)N1CC(CC1)OC1=CC(=CC(=C1)NC(=O)NC=1C=NC(=CC1)C)F (3-{3-fluoro-5-[3-(6-methyl-pyridin-3-yl)-ureido]-phenoxy}-pyrrolidine-1-carboxylic acid tert-butyl ester). The yield is 79.0%. RXN SMILES: Cl[C:2](Cl)([O:4]C(=O)OC(Cl)(Cl)Cl)Cl.[NH2:13][C:14]1[CH:15]=[CH:16][C:17]([CH3:20])=[N:18][CH:19]=1.C(N(C(C)C)CC)(C)C.[C:30]([O:34][C:35]([N:37]1[CH2:41][CH2:40][C@@H:39]([O:42][C:43]2[CH:48]=[C:47]([F:49])[CH:46]=[C:45]([NH2:50])[CH:44]=2)[CH2:38]1)=[O:36])([CH3:33])([CH3:32])[CH3:31]>C1COCC1>[C:30]([O:34][C:35]([N:37]1[CH2:41][CH2:40][CH:39]([O:42][C:43]2[CH:44]=[C:45]([NH:50][C:2]([NH:13][C:14]3[CH:19]=[N:18][C:17]([CH3:20])=[CH:16][CH:15]=3)=[O:4])[CH:46]=[C:47]([F:49])[CH:48]=2)[CH2:38]1)=[O:36])([CH3:33])([CH3:31])[CH3:32]. Procedure: A round bottom flask was charged with triphosgene (3 g, 10 mmol, 1 eq) and THF (33 mL) and chilled to 0° C. A solution of 5-amino-2-methyl pyridine (3.3 g, 10 mmol, 3 eq), diisopropylethylamine (10.3 mL, 60 mmol, 6 eq) and THF (33 mL) was added dropwise to the triphosgene solution. The mixture was allowed to warm to room temperature and stirred for 30 minutes. A solution of (R)-tert-butyl-3-(3-amino-5-fluorophenoxy)-pyrrolidine-1-carboxylate (3.0 g, 10 mmol, 1 eq) in THF (33 mL) was added dropwi... Starting materials: CS(=O)(=O)Cl (MsCl), OCC1C(CCCC1)C(=O)OC (methyl 2-(hydroxymethyl)cyclohexanecarboxylate), TEA. The solvent is C(Cl)Cl (DCM). Conditions: time 4 hour. Product: CS(=O)(=O)OC[C@H]1[C@@H](CCCC1)C(=O)OC ((trans)-methyl 2-((methylsulfonyloxy)methyl)cyclohexanecarboxylate). Yield: 96.4%. Reaction SMILES: [CH3:1][S:2](Cl)(=[O:4])=[O:3].[OH:6][CH2:7][CH:8]1[CH2:13][CH2:12][CH2:11][CH2:10][CH:9]1[C:14]([O:16][CH3:17])=[O:15]>C(Cl)Cl>[CH3:1][S:2]([O:6][CH2:7][C@@H:8]1[CH2:13][CH2:12][CH2:11][CH2:10][C@H:9]1[C:14]([O:16][CH3:17])=[O:15])(=[O:4])=[O:3]. Procedure: MsCl (0.543 mL, 6.97 mmol) was added to a solution of methyl 2-(hydroxymethyl)cyclohexanecarboxylate (1.0 g, 5.8 mmol, Rieke) in DCM (4 mL) at about 0° C. TEA (0.971 mL, 6.97 mmol) was then added. The mixture was stirred at rt for about 4 h. The mixture was washed with water (10 mL) and extracted with EtOAc (2×10 mL). The combined organic layers were dried over MgSO4, filtered and concentrated under reduced pressure to give (trans)-methyl 2-((methylsulfonyloxy)methyl)cyclohexanecarboxylate (1.4 ... Starting materials: C[Si](C)(C)C#C (trimethylsilyl acetylene), cuprous iodide, BrC=1C=C2C(CCC(C2=CC1)=O)(C)C (6-bromo-3,4-dihydro-4,4-dimethylnaphthalen-1(2H)-one), BrC=1C=C2C(CCC(C2=CC1)=O)(C)C (6-Bromo-3,4-dihydro-4,4-dimethylnaphthalen-1(2H)-one). Reagents/catalysts: Cl[Pd]([P](C1=CC=CC=C1)(C2=CC=CC=C2)C3=CC=CC=C3)([P](C4=CC=CC=C4)(C5=CC=CC=C5)C6=CC=CC=C6)Cl (bis(triphenylphosphine)palladium(II) chloride). Run in C(C)N(CC)CC (triethylamine). Run at time 24 hour. Yields the product C[Si](C)(C)C#CC=1C=C2C(CCC(C2=CC1)=O)(C)C (6-(trimethylsilyl)ethynyl-3,4-dihydro-4,4-dimethylnaphthalen-1(2H)-one). RXN SMILES: Br[C:2]1[CH:3]=[C:4]2[C:9](=[CH:10][CH:11]=1)[C:8](=[O:12])[CH2:7][CH2:6][C:5]2([CH3:14])[CH3:13].[CH3:15][Si:16]([C:19]#[CH:20])([CH3:18])[CH3:17]>C(N(CC)CC)C.Cl[Pd](Cl)([P](C1C=CC=CC=1)(C1C=CC=CC=1)C1C=CC=CC=1)[P](C1C=CC=CC=1)(C1C=CC=CC=1)C1C=CC=CC=1>[CH3:15][Si:16]([C:19]#[C:20][C:2]1[CH:3]=[C:4]2[C:9](=[CH:10][CH:11]=1)[C:8](=[O:12])[CH2:7][CH2:6][C:5]2([CH3:14])[CH3:13])([CH3:18])[CH3:17] |^1:30,49|. Procedure: To a solution (flushed for 15 minutes with a stream of argon) of 13.55 g (53.8 mmol) of 6-bromo-3,4-dihydro-4,4-dimethylnaphthalen-1(2H)-one (Compound H in 280 ml of triethylamine was added 1.87 g (2.66 mmol) of bis(triphenylphosphine)palladium(II) chloride and 0.53 g (2.66 mmol) of cuprous iodide. The solution mixture was flushed with argon for 5 minutes and then 100 ml (938.7 mmol) of trimethylsilyl acetylene was added. The reaction mixture was sealed in a pressure tube and placed in a preheat...